describe an organic reaction: reactants, conditions, products, and yield From a dataset of the Open Reaction Database (ORD), a public repository of structured organic reaction records. Reactants: FC1CNCC1CNC1CC1, O=C(O)c1cn(C2CC2)c2nc(Cl)c(F)cc2c1=O. Product: O=C(O)c1cn(C2CC2)c2nc(N3CC(F)C(CNC4CC4)C3)c(F)cc2c1=O. RXN SMILES: [CH:20]1([NH:23][CH2:24][CH:25]2[CH2:26][NH:27][CH2:28][CH:29]2[F:30])[CH2:21][CH2:22]1.[Cl:1][c:2]1[c:3]([F:19])[cH:4][c:5]2[c:6](=[O:18])[c:7]([C:15](=[O:16])[OH:17])[cH:8][n:9]([CH:12]3[CH2:13][CH2:14]3)[c:10]2[n:11]1>>[c:2]1([N:27]2[CH2:26][CH:25]([CH2:24][NH:23][CH:20]3[CH2:21][CH2:22]3)[CH:29]([F:30])[CH2:28]2)[c:3]([F:19])[cH:4][c:5]2[c:6](=[O:18])[c:7]([C:15](=[O:16])[OH:17])[cH:8][n:9]([CH:12]3[CH2:13][CH2:14]3)[c:10]2[n:11]1. Reactants: [OH-].[K+] (potassium hydroxide), C(C)(C)(C)O[C@H](C(=O)OC(C)C)C=1C(=NC(=C(C1N1CCC(CC1)(C)C#N)C1=CC=C(C=C1)OCCC1=CC=C(C=C1)F)C)C ((S)-isopropyl 2-(tert-butoxy)-2-(4-(4-cyano-4-methylpiperidin-1-yl)-5-(4-(4-fluorophenethoxy)phenyl)-2,6-dimethylpyridin-3-yl)acetate), Cl (HCl). Solvent: C(C)O (ethanol). Reaction conditions: temperature 90 celsius, time 6 hour. The product is C(C)(C)(C)O[C@H](C(=O)O)C=1C(=NC(=C(C1N1CCC(CC1)(C)C#N)C1=CC=C(C=C1)OCCC1=CC=C(C=C1)F)C)C ((S)-2-(tert-butoxy)-2-(4-(4-cyano-4-methylpiperidin-1-yl)-5-(4-(4-fluorophenethoxy)phenyl)-2,6-dimethylpyridin-3-yl)acetic acid). The yield is 19.2%. RXN SMILES: [OH-].[K+].[C:3]([O:7][C@@H:8]([C:15]1[C:16]([CH3:47])=[N:17][C:18]([CH3:46])=[C:19]([C:30]2[CH:35]=[CH:34][C:33]([O:36][CH2:37][CH2:38][C:39]3[CH:44]=[CH:43][C:42]([F:45])=[CH:41][CH:40]=3)=[CH:32][CH:31]=2)[C:20]=1[N:21]1[CH2:26][CH2:25][C:24]([C:28]#[N:29])([CH3:27])[CH2:23][CH2:22]1)[C:9]([O:11]C(C)C)=[O:10])([CH3:6])([CH3:5])[CH3:4].Cl>C(O)C>[C:3]([O:7][C@@H:8]([C:15]1[C:16]([CH3:47])=[N:17][C:18]([CH3:46])=[C:19]([C:30]2[CH:31]=[CH:32][C:33]([O:36][CH2:37][CH2:38][C:39]3[CH:44]=[CH:43][C:42]([F:45])=[CH:41][CH:40]=3)=[CH:34][CH:35]=2)[C:20]=1[N:21]1[CH2:22][CH2:23][C:24]([C:28]#[N:29])([CH3:27])[CH2:25][CH2:26]1)[C:9]([OH:11])=[O:10])([CH3:6])([CH3:5])[CH3:4] |f:0.1|. Procedure: The potassium hydroxide (213 mg, 3.8 mmol) was added to a (S)-isopropyl 2-(tert-butoxy)-2-(4-(4-cyano-4-methylpiperidin-1-yl)-5-(4-(4-fluorophenethoxy)phenyl)-2,6-dimethylpyridin-3-yl)acetate (233 mg, 0.38 mmol) in ethanol (4 mL) and stirred for 6 h at 90° C. The reaction mixture was neutralized with 1N HCl solution, extracted with EtOAc, and the organic layer was washed with brine, and dried (MgSO4). The crude material was purified by prep HPLC to afford (S)-2-(tert-butoxy)-2-(4-(4-cyano-4-meth... Reactants: FC1=CC=C(C=C1)C=1ON=C2C1C=CC=C2 (3-(4-fluorophenyl)-2,1-benzisoxazole). The reagents and catalysts are [Pd] (palladium on charcoal). Solvent: O1CCCC1 (tetrahydrofuran), C(C)N(CC)CC (triethylamine). Product: NC1=C(C(=O)C2=CC=C(C=C2)F)C=CC=C1 (2-amino-4'-fluorobenzophenone). RXN SMILES: [F:1][C:2]1[CH:7]=[CH:6][C:5]([C:8]2[O:9][N:10]=[C:11]3[CH:16]=[CH:15][CH:14]=[CH:13][C:12]=23)=[CH:4][CH:3]=1>O1CCCC1.C(N(CC)CC)C.[Pd]>[NH2:10][C:11]1[CH:16]=[CH:15][CH:14]=[CH:13][C:12]=1[C:8]([C:5]1[CH:6]=[CH:7][C:2]([F:1])=[CH:3][CH:4]=1)=[O:9]. Reported procedure: To a suspension of (16) (42.6 g, 0.2 mol) in 750 ml of dry tetrahydrofuran (THF) and 20 ml of triethylamine is added 5% palladium on charcoal (6 g). The vigorously stirred suspension is flushed with hydrogen gas and stirred at room temperature under a hydrogen atmosphere until absorption of hydrogen ceases (approximately 90-90% of the molar amount; 8-10 hours). The catalyst is removed by filtration through a bed of celite, and the solvent is removed under reduced pressure. The product (16) is re... Starting materials: [OH-].[Na+] (sodium hydroxide), S(O)(O)(=O)=O (sulfuric acid), ClC1=CC2=C(CCC(CC2O)NC)C=C1 (3-chloro-5ξ-hydroxy-7-methylamino-6,7,8,9-tetrahydro [5H] benzocycloheptene), O (water). Solvent: O1CCOCC1 (dioxane). Run at temperature 20 celsius. The product is Cl.ClC=1C=CC2=C(C=CC(CC2)NC)C1 (2-chloro-7-methylamino-6,7-dihydro [5H] benzocycloheptene hydrochloride). The yield is 164.9%. RXN SMILES: S(=O)(=O)(O)O.[Cl:6][C:7]1[CH:20]=[CH:19][C:10]2[CH2:11][CH2:12][CH:13]([NH:17][CH3:18])[CH2:14][CH:15](O)[C:9]=2[CH:8]=1.O.[OH-].[Na+]>O1CCOCC1>[ClH:6].[Cl:6][C:7]1[CH:20]=[CH:19][C:10]2[CH2:11][CH2:12][CH:13]([NH:17][CH3:18])[CH:14]=[CH:15][C:9]=2[CH:8]=1 |f:3.4,6.7|. Procedure details: 7.4 ml of concentrated sulfuric acid were added to a refluxing solution of 3.7 g of 3-chloro-5ξ-hydroxy-7-methylamino-6,7,8,9-tetrahydro [5H] benzocycloheptene in 37 ml of dioxane and the mixture was refluxed for 20 minutes and then was cooled to 20° C. 50 ml of water were added to the reaction mixture which was then made alkaline with sodium hydroxide. The mixture was extracted with methylene chloride and the organic extracts were washed with water, dried and evaporated to dryness. The resultin... Reactants: [Br-], CCOCC, C1CCOC1, C[P+](c1ccccc1)(c1ccccc1)c1ccccc1, [Li]CCCC, O=CC(c1ccccc1)c1ccccc1. Yields the product C=CC(c1ccccc1)c1ccccc1. As a reaction SMILES: [Br-:26].[CH2:21]([O:22][CH2:23][CH3:24])[CH3:25].[CH2:47]1[O:48][CH2:49][CH2:50][CH2:51]1.[CH3:27][P+:28]([c:29]1[cH:30][cH:31][cH:32][cH:33][cH:34]1)([c:35]1[cH:36][cH:37][cH:38][cH:39][cH:40]1)[c:41]1[cH:42][cH:43][cH:44][cH:45][cH:46]1.[Li:1][CH2:2][CH2:3][CH2:4][CH3:5].[c:6]1([CH:12]([CH:13]=[O:14])[c:15]2[cH:16][cH:17][cH:18][cH:19][cH:20]2)[cH:7][cH:8][cH:9][cH:10][cH:11]1>>[CH2:2]=[CH:13][CH:12]([c:6]1[cH:7][cH:8][cH:9][cH:10][cH:11]1)[c:15]1[cH:16][cH:17][cH:18][cH:19][cH:20]1. Starting materials: ClC1=C(C=CC(=C1)Cl)S (2,4-dichlorothiophenol), ClC=1C=C(C=O)C=CC1F (3-chloro-4-fluoro-benzaldehyde), NCCCCCCO (6-amino-1-hexanol), BrC1=C(C=CC=C1)S (2-bromothiophenol), ClC1=C(C=O)C=CC=C1 (2-chlorobenzaldehyde), N1CCCCC1 (piperidine). Product: BrC1=C(C=CC=C1)SC1=C(C=C(C=C1)\C=C\C(=O)N1CCCCC1)Cl ((2-Bromophenyl)[2-chloro-4-(E-((piperidin-1-yl)carbonyl)ethenyl)phenyl]sulfide). RXN SMILES: [Cl:1][C:2]1[CH:7]=[C:6](Cl)[CH:5]=[CH:4][C:3]=1[SH:9].[Br:10][C:11]1[CH:16]=[CH:15][CH:14]=[CH:13][C:12]=1S.Cl[C:19]1C=CC=C[C:20]=1[CH:21]=[O:22].ClC1C=C(C=CC=1F)C=O.[NH2:37][CH2:38][CH2:39][CH2:40][CH2:41][CH2:42]CO.N1CCCCC1>>[Br:10][C:11]1[CH:16]=[CH:15][CH:14]=[CH:13][C:12]=1[S:9][C:3]1[CH:4]=[CH:5][C:6](/[CH:19]=[CH:20]/[C:21]([N:37]2[CH2:38][CH2:39][CH2:40][CH2:41][CH2:42]2)=[O:22])=[CH:7][C:2]=1[Cl:1]. Reported procedure: The title compound was prepared by the procedures described in Example 1 substituting 2,4-dichlorothiophenol with 2-bromothiophenol, 2-chlorobenzaldehyde with 3-chloro-4-fluoro-benzaldehyde, and 6-amino-1-hexanol with piperidine. 1H NMR (DMSO-d6, 300 MHz) δ 8.08 (d, J=1.7 Hz, 1H), 7.80 (dd, J=8.1, 1.4 Hz, 1H), 7.63 (dd, J=8.1, 1.7 Hz, 1H), 7.44 (ap dd, J=7.6, 1.5 Hz, 1H), 7.39 (ap d, J=4.8 Hz, 2H), 7.34 (dt, J=7.5, 1.6, 1H), 7.24 (dd, J=7.5, 1.7, 1H), 7.05 (d, J=8.1 Hz, 1H), 3.65 (br m, 2H), 3.5... Reactants: C1CCOC1, COC(=O)c1occc1C, CC#N, C[Si](C)(C)[N-][Si](C)(C)C, Cl, [Li+]. The product is Cc1ccoc1C(=O)CC#N. As a reaction SMILES: [CH2:25]1[O:26][CH2:27][CH2:28][CH2:29]1.[CH3:14][c:15]1[c:16]([C:20](=[O:21])[O:22][CH3:23])[o:17][cH:18][cH:19]1.[CH3:1][C:2]#[N:3].[CH3:4][Si:5]([N-:6][Si:7]([CH3:8])([CH3:9])[CH3:10])([CH3:11])[CH3:12].[ClH:24].[Li+:13]>>[CH2:1]([C:2]#[N:3])[C:20]([c:16]1[c:15]([CH3:14])[cH:19][cH:18][o:17]1)=[O:21]. The reactants are CC(=O)OC(C)=O, [H-], Nc1ccccc1[N+](=O)[O-], [Na+], C1CCOC1, O. Product: CC(=O)Nc1ccccc1[N+](=O)[O-]. As a reaction SMILES: [CH3:13][C:14](=[O:15])[O:16][C:17](=[O:18])[CH3:19].[H-:1].[N+:3](=[O:4])([O-:5])[c:6]1[c:7]([NH2:8])[cH:9][cH:10][cH:11][cH:12]1.[Na+:2].[O:21]1[CH2:22][CH2:23][CH2:24][CH2:25]1.[OH2:20]>>[N+:3](=[O:4])([O-:5])[c:6]1[c:7]([NH:8][C:14]([CH3:13])=[O:15])[cH:9][cH:10][cH:11][cH:12]1. Reactants: O=C=NCc1ccc(C(=O)OCc2ccccc2)cc1, CCC1(CC)C(=O)NC1Oc1ccc(C(=O)N2CCN(C)CC2)cc1. Yields the product CCC1(CC)C(=O)N(C(=O)NCc2ccc(C(=O)OCc3ccccc3)cc2)C1Oc1ccc(C(=O)N2CCN(C)CC2)cc1. RXN SMILES: [CH2:26]([c:27]1[cH:28][cH:29][cH:30][cH:31][cH:32]1)[O:33][C:34](=[O:35])[c:36]1[cH:37][cH:38][c:39]([CH2:40][N:41]=[C:42]=[O:43])[cH:44][cH:45]1.[CH3:1][N:2]1[CH2:3][CH2:4][N:5]([C:8](=[O:9])[c:10]2[cH:11][cH:12][c:13]([O:14][CH:15]3[C:16]([CH2:20][CH3:21])([CH2:22][CH3:23])[C:17](=[O:19])[NH:18]3)[cH:24][cH:25]2)[CH2:6][CH2:7]1>>[CH3:1][N:2]1[CH2:3][CH2:4][N:5]([C:8](=[O:9])[c:10]2[cH:11][cH:12][c:13]([O:14][CH:15]3[C:16]([CH2:20][CH3:21])([CH2:22][CH3:23])[C:17](=[O:19])[N:18]3[C:42]([NH:41][CH2:40][c:39]3[cH:38][cH:37][c:36]([C:34]([O:33][CH2:26][c:27]4[cH:28][cH:29][cH:30][cH:31][cH:32]4)=[O:35])[cH:45][cH:44]3)=[O:43])[cH:24][cH:25]2)[CH2:6][CH2:7]1. Reactants: CC1=CC=C(C=C1)S(=O)(=O)N1CCOC2=C(OCC1)C=CC(=C2)[N+](=O)[O-] (4-[(4-methylphenyl)sulfonyl]-9-nitro-3,4,5,6-tetrahydro-2H-1,7,4-benzodioxazonine), [H][H] (hydrogen). The reagents and catalysts are [OH-].[OH-].[Pd+2] (Pd(OH)2 on carbon). Run in C(C)(=O)OCC (ethyl acetate). Product: NC1=CC2=C(OCCN(CCO2)S(=O)(=O)C2=CC=C(C=C2)C)C=C1 (9-Amino-4-[(4-methylphenyl)sulfonyl]-3,4,5,6-tetrahydro-2H-1,7,4-benzodioxazonine). As a reaction SMILES: [CH3:1][C:2]1[CH:7]=[CH:6][C:5]([S:8]([N:11]2[CH2:19][CH2:18][O:17][C:16]3[CH:20]=[CH:21][C:22]([N+:24]([O-])=O)=[CH:23][C:15]=3[O:14][CH2:13][CH2:12]2)(=[O:10])=[O:9])=[CH:4][CH:3]=1.[H][H]>[OH-].[OH-].[Pd+2].C(OCC)(=O)C>[NH2:24][C:22]1[CH:21]=[CH:20][C:16]2[O:17][CH2:18][CH2:19][N:11]([S:8]([C:5]3[CH:6]=[CH:7][C:2]([CH3:1])=[CH:3][CH:4]=3)(=[O:10])=[O:9])[CH2:12][CH2:13][O:14][C:15]=2[CH:23]=1 |f:2.3.4|. Reported procedure: To ethyl acetate (1 L) add 4-[(4-methylphenyl)sulfonyl]-9-nitro-3,4,5,6-tetrahydro-2H-1,7,4-benzodioxazonine (7.5 g, 20 mmol) and Pd(OH)2 on carbon (1.0 g). Place the reaction mixture on a Parr hydrogenator and shake at 50 psi of hydrogen. Monitor the progress of the reaction by thin-layer chromatography. Upon completion remove the catalyst by suction filtration through celite. Remove the solvent in vacuo to obtain the title compound.